This data is from the Open Reaction Database (ORD), a public repository of structured organic reaction records. The task is: describe an organic reaction: reactants, conditions, products, and yield Starting materials: Cn1c(=O)[nH]c(=O)n(-c2cc(O)ccc2Br)c1=O, O=C([O-])[O-], CN(C)C=O, FC(F)(F)c1cnc(Cl)c(Cl)c1, [K+], [K+], O. Yields the product Cn1c(=O)[nH]c(=O)n(-c2cc(Oc3ncc(C(F)(F)F)cc3Cl)ccc2Br)c1=O. As a reaction SMILES: [Br:1][c:2]1[c:3](-[n:9]2[c:10](=[O:18])[n:11]([CH3:17])[c:12](=[O:16])[nH:13][c:14]2=[O:15])[cH:4][c:5]([OH:8])[cH:6][cH:7]1.[C:31](=[O:32])([O-:33])[O-:34].[CH3:38][N:39]([CH3:40])[CH:41]=[O:42].[Cl:19][c:20]1[n:21][cH:22][c:23]([C:27]([F:28])([F:29])[F:30])[cH:24][c:25]1[Cl:26].[K+:35].[K+:36].[OH2:37]>>[Br:1][c:2]1[c:3](-[n:9]2[c:10](=[O:18])[n:11]([CH3:17])[c:12](=[O:16])[nH:13][c:14]2=[O:15])[cH:4][c:5]([O:8][c:20]2[n:21][cH:22][c:23]([C:27]([F:28])([F:29])[F:30])[cH:24][c:25]2[Cl:26])[cH:6][cH:7]1. The reactants are CCN(C1=C(C(=O)C2=CC=CC=C2)C=C(C=C1)Cl)C (2-(2-ethyl-methylamino)-5-chlorobenzophenone), C1N2CN3CN1CN(C2)C3 (hexamethylenetetramine), [Br-].[NH4+] (ammonium bromide), C(C)(C)O (isopropyl alcohol). The solvent is O (water). Product: ClC=1C=CC2=C(C(=NCCN2C)C2=CC=CC=C2)C1 (7-chloro-2,3-dihydro-1-methyl-5-phenyl-1H-1,4-benzodiazepine). As a reaction SMILES: [CH3:1][CH2:2][N:3]([CH3:19])[C:4]1[CH:17]=[CH:16][C:15]([Cl:18])=[CH:14][C:5]=1[C:6]([C:8]1[CH:13]=[CH:12][CH:11]=[CH:10][CH:9]=1)=O.C1N2CN3CN(C2)C[N:21]1C3.[Br-].[NH4+].C(O)(C)C>O>[Cl:18][C:15]1[CH:16]=[CH:17][C:4]2[N:3]([CH3:19])[CH2:2][CH2:1][N:21]=[C:6]([C:8]3[CH:13]=[CH:12][CH:11]=[CH:10][CH:9]=3)[C:5]=2[CH:14]=1 |f:2.3|. Procedure: Reflux 0.005 moles of 2-(2-ethyl-methylamino)-5-chlorobenzophenone, 0.020 moles of hexamethylenetetramine and 0.020 moles of ammonium bromide together for 2 hours in 14 ml. of 85% (v/v) aqueous isopropyl alcohol. Pour the reaction mixture into water and extract the product with benzene. Wash the benzene solution with water, dry over anhydrous sodium sulfate, filter and evaporate to dryness. After recrystallization, 7-chloro-2,3-dihydro-1-methyl-5-phenyl-1H-1,4-benzodiazepine is obtained. The mat... Product: C(C)(=O)O[C@H]1[C@@H](O[C@@H]([C@H]([C@@H]1OC(C)=O)OC(C)=O)COC(C)=O)N1C(=O)N=C(N)C=C1 (1-(2,3,4,6-tetra-O-acetyl-β-D-glucopyranosyl)cytosine). Solvent: ClCCCl (1,2 dichloroethane), ClCCCl (1,2-dichloroethane). Reported procedure: Cytosine is silylated by the general method of Wittenberg. It is reacted with 1,2,3,4,6-penta-O-acetyl-β-D-glucopyranose in 1,2 dichloroethane followed by tin tetrachloride in 1,2-dichloroethane (or acetonitrile) according to the method of Vorbruggen and Niedballa to provide the 1-(2,3,4,6-tetra-O-acetyl-β-D-glucopyranosyl)cytosine 33.1b (Xi=β-cytidin-1-yl). Following methanolysis with sodium methoxide in methanol the 1-(β-D-glucopyranosyl) cytosine is obtained. Following protection of the heter... As a reaction SMILES: [NH:1]1[CH:8]=[CH:7][C:5]([NH2:6])=[N:4][C:2]1=[O:3].C(O[C@@H:13]1[O:30][C@H:29]([CH2:31][O:32][C:33](=[O:35])[CH3:34])[C@@H:24]([O:25][C:26](=[O:28])[CH3:27])[C@H:19]([O:20][C:21](=[O:23])[CH3:22])[C@H:14]1[O:15][C:16](=[O:18])[CH3:17])(=O)C.[Sn](Cl)(Cl)(Cl)Cl.C(#N)C>ClCCCl>[C:16]([O:15][C@@H:14]1[C@@H:19]([O:20][C:21](=[O:23])[CH3:22])[C@H:24]([O:25][C:26](=[O:28])[CH3:27])[C@@H:29]([CH2:31][O:32][C:33](=[O:35])[CH3:34])[O:30][C@H:13]1[N:1]1[CH:8]=[CH:7][C:5]([NH2:6])=[N:4][C:2]1=[O:3])(=[O:18])[CH3:17]. The reactants are N1C(=O)N=C(N)C=C1 (Cytosine), C(C)(=O)O[C@H]1[C@H](OC(C)=O)[C@@H](OC(C)=O)[C@H](OC(C)=O)[C@H](O1)COC(C)=O (1,2,3,4,6-penta-O-acetyl-β-D-glucopyranose), C(C)#N (acetonitrile), [Sn](Cl)(Cl)(Cl)Cl (tin tetrachloride). Reactants: [H-].[Na+] (NaH), Cl.NC1=CC(=C(C=C1)O)Cl (4-amino-2-chlorophenol hydrochloride), ClC1=CC(=NC=C1)C(=O)N (4-chloropicolinamide). The solvent is O (water), CS(=O)C (DMSO). Reaction conditions: time 30 minute. Yields the product NC1=C(C=C(OC2=CC(=NC=C2)C(=O)N)C=C1)Cl (4-(4-amino-3-chlorophenoxy)picolinamide). Yield: 29.3%. As a reaction SMILES: [ClH:1].[NH2:2][C:3]1[CH:8]=[CH:7][C:6]([OH:9])=[C:5](Cl)[CH:4]=1.[H-].[Na+].Cl[C:14]1[CH:19]=[CH:18][N:17]=[C:16]([C:20]([NH2:22])=[O:21])[CH:15]=1>CS(C)=O.O>[NH2:2][C:3]1[CH:8]=[CH:7][C:6]([O:9][C:14]2[CH:19]=[CH:18][N:17]=[C:16]([C:20]([NH2:22])=[O:21])[CH:15]=2)=[CH:5][C:4]=1[Cl:1] |f:0.1,2.3|. Reported procedure: To a mixture of 4-amino-2-chlorophenol hydrochloride (446 mg, 2.4 mmol) in DMSO (4 mL) was added NaH (280 mg, 7.0 mmol, 60% dispersed in mineral oil). The reaction was stirred at rt for 30 minutes, followed by the addition of 4-chloropicolinamide (345 mg, 2.2 mmol). The reaction was microwaved at 160° C. for 2 hours, then cooled to rt, and diluted with water (20 mL). The resulted mixture was extracted with ethyl acetate (20 mL×3) and the combined organic phases were washed with brine (20 mL), dr... Reactants: CC(C)(C)OC(=O)N1CCC(Oc2ccn(-c3ccc(S(C)(=O)=O)cc3)c(=O)c2)CC1, CO, Cl. Reaction SMILES: [CH3:1][S:2](=[O:3])(=[O:4])[c:5]1[cH:6][cH:7][c:8](-[n:11]2[c:12](=[O:31])[cH:13][c:14]([O:17][CH:18]3[CH2:19][CH2:20][N:21]([C:24]([O:25][C:26]([CH3:27])([CH3:28])[CH3:29])=[O:30])[CH2:22][CH2:23]3)[cH:15][cH:16]2)[cH:9][cH:10]1.[CH3:33][OH:34].[ClH:32]>>[CH3:1][S:2](=[O:3])(=[O:4])[c:5]1[cH:6][cH:7][c:8](-[n:11]2[c:12](=[O:31])[cH:13][c:14]([O:17][CH:18]3[CH2:19][CH2:20][NH:21][CH2:22][CH2:23]3)[cH:15][cH:16]2)[cH:9][cH:10]1.[ClH:32]. Yields the product CS(=O)(=O)c1ccc(-n2ccc(OC3CCNCC3)cc2=O)cc1, Cl.